From a dataset of the Open Reaction Database (ORD), a public repository of structured organic reaction records. describe an organic reaction: reactants, conditions, products, and yield The reactants are O=C([O-])[O-], COc1ccccc1N1CCNCC1, CN(C)C=O, O=C1CCC(=O)N1CCCCCl, Cl, [I-], [K+], [K+], [K+]. Yields the product COc1ccccc1N1CCN(CCCCN2C(=O)CCC2=O)CC1. Reaction SMILES: [C:28](=[O:29])([O-:30])[O-:31].[CH3:14][O:15][c:16]1[c:17]([N:22]2[CH2:23][CH2:24][NH:25][CH2:26][CH2:27]2)[cH:18][cH:19][cH:20][cH:21]1.[CH3:36][N:37]([CH3:38])[CH:39]=[O:40].[Cl:1][CH2:2][CH2:3][CH2:4][CH2:5][N:6]1[C:7](=[O:12])[CH2:8][CH2:9][C:10]1=[O:11].[ClH:13].[I-:35].[K+:32].[K+:33].[K+:34]>>[CH2:2]([CH2:3][CH2:4][CH2:5][N:6]1[C:7](=[O:12])[CH2:8][CH2:9][C:10]1=[O:11])[N:25]1[CH2:24][CH2:23][N:22]([c:17]2[c:16]([O:15][CH3:14])[cH:21][cH:20][cH:19][cH:18]2)[CH2:27][CH2:26]1. Starting materials: C(C)(=O)[O-].C(C)(=O)[O-].C(C)(=O)[O-].C(C)(=O)[O-].[Pb+4] (lead tetraacetate), mercuric diacetate, BrC1=CC(=C(C=C1)B(O)O)CC (4-bromo-2-ethylphenylboronic acid). Reaction conditions: temperature 40 celsius. Product: C(C)(=O)[O-].C(C)(=O)[O-].C(C)(=O)[O-].BrC1=CC(=C(C=C1)[Pb+3])CC (4-bromo-2-ethylphenyl lead triacetate). Yield: 44.8%. As a reaction SMILES: [C:1]([O-:4])(=[O:3])[CH3:2].[C:5]([O-:8])(=[O:7])[CH3:6].[C:9]([O-:12])(=[O:11])[CH3:10].C([O-])(=O)C.[Pb+4:17].[Br:18][C:19]1[CH:24]=[CH:23][C:22](B(O)O)=[C:21]([CH2:28][CH3:29])[CH:20]=1>>[C:1]([O-:4])(=[O:3])[CH3:2].[C:5]([O-:8])(=[O:7])[CH3:6].[C:9]([O-:12])(=[O:11])[CH3:10].[Br:18][C:19]1[CH:24]=[CH:23][C:22]([Pb+3:17])=[C:21]([CH2:28][CH3:29])[CH:20]=1 |f:0.1.2.3.4,6.7.8.9|. Procedure: To a mixture of lead tetraacetate (53 g, 0.12 mol) and mercuric diacetate (2.5 g, 0.0078 mol), thoroughly flushed with nitrogen, is added anhydrous chloroform (250 ml). This mixture is warmed to 40° C. and 4-bromo-2-ethylphenylboronic acid (25 g, 0.11 mol) is added in one portion and the mixture is stirred and heated at this temperature for 4 hours. After cooling to room temperature, cooled in an ice bath, filtered through a plug of diatomaceous earth and the filtrate is concentrated to approxim... Reactants: ClC1=NC=2N([C@@H](C(N(C2C=N1)C)=O)CC)C1CCCC1 ((R)-2-Chloro-8-cyclopentyl-7-ethyl-5-methyl-7,8-dihydropteridin-6(5H)-one), C(C)(=O)C1=CC=CC=C1 (acetophenone), C=1C=CC(=CC1)P(C=2C=CC=CC2)C3=CC=C4C=CC=CC4=C3C5=C6C=CC=CC6=CC=C5P(C=7C=CC=CC7)C=8C=CC=CC8 (BINAP), C(=O)([O-])[O-].[Cs+].[Cs+] (Cs2CO3). Reagents/catalysts: C=1C=CC(=CC1)/C=C/C(=O)/C=C/C2=CC=CC=C2.C=1C=CC(=CC1)/C=C/C(=O)/C=C/C2=CC=CC=C2.C=1C=CC(=CC1)/C=C/C(=O)/C=C/C2=CC=CC=C2.[Pd].[Pd] (Pd2(dba)3). The solvent is C1(=CC=CC=C1)C (toluene), O (water), O (water). Conditions: temperature 120 celsius. The product is C1(CCCC1)N1[C@@H](C(N(C=2C=NC(=NC12)CC(C1=CC=CC=C1)=O)C)=O)CC ((R)-8-cyclopentyl-7-ethyl-5-methyl-2-(2-oxo-2-phenylethyl)-7,8-dihydropteridin-6(5H)-one). RXN SMILES: Cl[C:2]1[N:11]=[CH:10][C:9]2[N:8]([CH3:12])[C:7](=[O:13])[C@@H:6]([CH2:14][CH3:15])[N:5]([CH:16]3[CH2:20][CH2:19][CH2:18][CH2:17]3)[C:4]=2[N:3]=1.[C:21]([C:24]1[CH:29]=[CH:28][CH:27]=[CH:26][CH:25]=1)(=[O:23])[CH3:22].C1C=CC(P(C2C(C3C(P(C4C=CC=CC=4)C4C=CC=CC=4)=CC=C4C=3C=CC=C4)=C3C(C=CC=C3)=CC=2)C2C=CC=CC=2)=CC=1.C([O-])([O-])=O.[Cs+].[Cs+]>C1(C)C=CC=CC=1.O.C1C=CC(/C=C/C(/C=C/C2C=CC=CC=2)=O)=CC=1.C1C=CC(/C=C/C(/C=C/C2C=CC=CC=2)=O)=CC=1.C1C=CC(/C=C/C(/C=C/C2C=CC=CC=2)=O)=CC=1.[Pd].[Pd]>[CH:16]1([N:5]2[C:4]3[N:3]=[C:2]([CH2:22][C:21](=[O:23])[C:24]4[CH:29]=[CH:28][CH:27]=[CH:26][CH:25]=4)[N:11]=[CH:10][C:9]=3[N:8]([CH3:12])[C:7](=[O:13])[C@H:6]2[CH2:14][CH3:15])[CH2:20][CH2:19][CH2:18][CH2:17]1 |f:3.4.5,8.9.10.11.12|. Reported procedure: 5.0 g of Intermediate B, 2.5 eq of acetophenone, 0.05 eq of Pd2(dba)3, 0.1 eq of BINAP and 2.0 eq of Cs2CO3 were suspended in a mixture of 50 mL toluene and 10 mL of water, then heated to 120° C. under N2 for 60 hours. After cooling to rt, added 100 mL of water and washed the organic phase, dried with anhydrous Na2SO4, concentrated and purified by silica gel column (PE:EA=3:1) to give the pure Intermediate B-1 (1.2 g, 19%) as yellow solid. Starting materials: C1(CCCCC1)N(C(NC=1SC=C(N1)C(=O)O)=O)C1CCCCC1 (2-(3,3-dicyclohexylureido)-thiazole-4-carboxylic acid), COC([C@@H](N)C)=O ((S)-alanine methyl ester). Yields the product COC(C(C)NC(=O)C=1N=C(SC1)NC(=O)N(C1CCCCC1)C1CCCCC1)=O ([2-(3,3-Dicyclohexylureido)-thiazole-4-carbonylamino)propionic acid methyl ester). Yield: 17.0%. RXN SMILES: [CH:1]1([N:7]([CH:19]2[CH2:24][CH2:23][CH2:22][CH2:21][CH2:20]2)[C:8](=[O:18])[NH:9][C:10]2[S:11][CH:12]=[C:13]([C:15](O)=[O:16])[N:14]=2)[CH2:6][CH2:5][CH2:4][CH2:3][CH2:2]1.[CH3:25][O:26][C:27](=[O:31])[C@H:28]([CH3:30])[NH2:29]>>[CH3:25][O:26][C:27](=[O:31])[CH:28]([NH:29][C:15]([C:13]1[N:14]=[C:10]([NH:9][C:8]([N:7]([CH:1]2[CH2:2][CH2:3][CH2:4][CH2:5][CH2:6]2)[CH:19]2[CH2:20][CH2:21][CH2:22][CH2:23][CH2:24]2)=[O:18])[S:11][CH:12]=1)=[O:16])[CH3:30]. Reported procedure: Prepared in 17% yield (44 mg) as described in general procedure (K) from 2-(3,3-dicyclohexylureido)-thiazole-4-carboxylic acid (210 mg, 0.60 mmol) and (S)-alanine methyl ester (HCl salt, 84 mg, 0.6 mmol). The reactants are ClC(C(=O)OC)=C (Methyl chloroacrylate), [Cl-].C(C)[N+](CCCC)(CC)CC (triethylbutyl ammonium chloride), C([O-])([O-])=O.[K+].[K+] (potassium carbonate), NC1=C(C=CC=C1)C=1NC2=CC(=CC=C2C1C1CCCCC1)C(=O)OC (methyl 2-(2-aminophenyl)-3-cyclohexyl-1H-indole-6-carboxylate), C[Si](C)(C)C=[N+]=[N-] (trimethylsilyldiazomethane). Solvent: CC#N (MeCN). Reaction conditions: temperature 60 celsius. Product: C1(CCCCC1)C=1C=2C=CC(=CC2N2CC(NC3=C(C21)C=CC=C3)C(=O)OC)C(=O)OC (dimethyl 13-cyclohexyl-6,7-dihydro-5H-indolo[1,2-d][1,4]benzodiazepine-6,10-dicarboxylate). Isolated yield 45.0%. Reaction SMILES: Cl[C:2](=[CH2:7])[C:3]([O:5][CH3:6])=[O:4].[Cl-].C([N+](CC)(CC)CCCC)C.C(=O)([O-])[O-].[K+].[K+].[NH2:26][C:27]1[CH:32]=[CH:31][CH:30]=[CH:29][C:28]=1[C:33]1[NH:34][C:35]2[C:40]([C:41]=1[CH:42]1[CH2:47][CH2:46][CH2:45][CH2:44][CH2:43]1)=[CH:39][CH:38]=[C:37]([C:48]([O:50][CH3:51])=[O:49])[CH:36]=2.C[Si](C=[N+]=[N-])(C)C>CC#N>[CH:42]1([C:41]2[C:40]3[CH:39]=[CH:38][C:37]([C:48]([O:50][CH3:51])=[O:49])=[CH:36][C:35]=3[N:34]3[C:33]=2[C:28]2[CH:29]=[CH:30][CH:31]=[CH:32][C:27]=2[NH:26][CH:2]([C:3]([O:5][CH3:6])=[O:4])[CH2:7]3)[CH2:43][CH2:44][CH2:45][CH2:46][CH2:47]1 |f:1.2,3.4.5|. Procedure: Methyl chloroacrylate (1.7 eq), triethylbutyl ammonium chloride (0.2 eq) and potassium carbonate (6 eq) were added to a solution of methyl 2-(2-aminophenyl)-3-cyclohexyl-1H-indole-6-carboxylate in dry MeCN (0.02 M). The mixture was heated at 60° C. overnight. The mixture was allowed to cool to RT, filtered and concentrated in vacuo. The residue was taken up in MeOH and 5 eq of trimethylsilyldiazomethane (2 N solution in hexanes) added dropwise. Volatiles were then removed in vacuo and the crude ... The reactants are ice water, [H-].[Na+] (sodium hydride), ice water, COC=1C=C(CO)C=CC1OC (3,4-dimethoxybenzyl alcohol), FC1=C(C#N)C(=CC=C1)F (2,6-difluorobenzonitrile), ice water. Run in CN(C)C=O (DMF), CN(C)C=O (DMF), CN(C)C=O (DMF). Conditions: time 30 minute. Yields the product COC=1C=C(COC2=C(C#N)C(=CC=C2)F)C=CC1OC (2-(3,4-dimethoxybenzyloxy)-6-fluorobenzonitrile). The yield is 87.5%. As a reaction SMILES: [H-].[Na+].[CH3:3][O:4][C:5]1[CH:6]=[C:7]([CH:10]=[CH:11][C:12]=1[O:13][CH3:14])[CH2:8][OH:9].[F:15][C:16]1[CH:23]=[CH:22][CH:21]=[C:20](F)[C:17]=1[C:18]#[N:19]>CN(C=O)C>[CH3:3][O:4][C:5]1[CH:6]=[C:7]([CH:10]=[CH:11][C:12]=1[O:13][CH3:14])[CH2:8][O:9][C:20]1[CH:21]=[CH:22][CH:23]=[C:16]([F:15])[C:17]=1[C:18]#[N:19] |f:0.1|. Procedure: To a cold (ice water) suspension of sodium hydride (316 mg; 7.9 mmol) in anhydrous DMF (10 mL) is added a solution of 3,4-dimethoxybenzyl alcohol (1.33 gm; 7.9 mmol) in anhydrous DMF (5 mL) over 10 minutes. After allowing to room temperature over 30 minutes, this solution is added to a cold (ice water) stirred solution of 2,6-difluorobenzonitrile (1 g; 7.2 mmol) in anhydrous DMF (15 mL), and allowed to room temperature over 3 hours. The reaction mixture is poured into ice water with vigorous sti... The reactants are C1CCOC1, [Li]C, Cl, COc1cccc(C(=O)O)c1O. Yields the product COc1cccc(C(C)=O)c1O. As a reaction SMILES: [CH2:16]1[O:17][CH2:18][CH2:19][CH2:20]1.[CH3:13][Li:14].[ClH:15].[OH:1][c:2]1[c:3]([C:4](=[O:5])[OH:6])[cH:7][cH:8][cH:9][c:10]1[O:11][CH3:12]>>[OH:1][c:2]1[c:3]([C:4](=[O:6])[CH3:13])[cH:7][cH:8][cH:9][c:10]1[O:11][CH3:12].